From a dataset of the Open Reaction Database (ORD), a public repository of structured organic reaction records. describe an organic reaction: reactants, conditions, products, and yield Reactants: [Si](C)(C)(C(C)(C)C)OCC=1C(=C(C=CC1)C=1C=NC(=NC1)C1CCN(CC1)C(=O)OC(C)(C)C)F (tert-Butyl 4-{5-[3-({[tert-butyl(dimethyl)silyl]oxy}methyl)-2-fluorophenyl]pyrimidin-2-yl}piperidin e-1-carboxylate), Cl.CCOC(=O)C (hydrogen chloride EtOAc). Run in CO (MeOH). Reaction conditions: time 8 hour. Product: FC1=C(C=CC=C1C=1C=NC(=NC1)C1CCNCC1)CO ({2-fluoro-3-[2-(piperidin-4-yl)pyrimidin-5-yl]phenyl}methanol). Isolated yield 98.6%. Reaction SMILES: [Si]([O:8][CH2:9][C:10]1[C:11]([F:35])=[C:12]([C:16]2[CH:17]=[N:18][C:19]([CH:22]3[CH2:27][CH2:26][N:25](C(OC(C)(C)C)=O)[CH2:24][CH2:23]3)=[N:20][CH:21]=2)[CH:13]=[CH:14][CH:15]=1)(C(C)(C)C)(C)C.Cl.CCOC(C)=O>CO>[F:35][C:11]1[C:12]([C:16]2[CH:17]=[N:18][C:19]([CH:22]3[CH2:23][CH2:24][NH:25][CH2:26][CH2:27]3)=[N:20][CH:21]=2)=[CH:13][CH:14]=[CH:15][C:10]=1[CH2:9][OH:8] |f:1.2|. Procedure details: tert-Butyl 4-{5-[3-({[tert-butyl(dimethyl)silyl]oxy}methyl)-2-fluorophenyl]pyrimidin-2-yl}piperidin e-1-carboxylate (170 mg) was mixed with MeOH (1.7 ml), and a 4 M hydrogen chloride/EtOAc (0.17 ml) was added thereto, followed by stirring at room temperature overnight. The reaction mixture was concentrated under reduced pressure, and 10% MeOH/CHCl3 and a saturated aqueous sodium hydrogen carbonate solution were added to the residue. Then, the reaction mixture was concentrated under reduced press... Product: FC(CN=C(NC=1SC=C(N1)CCCCNC(=S)NC)N)(F)F (2-[2-(2,2,2-trifluoroethyl)guanidino]-4-[4-(3-methylthioureido)butyl]thiazole). Solvent: CO (methanol). As a reaction SMILES: [F:1][C:2]([F:19])([F:18])[CH2:3][N:4]=[C:5]([NH2:17])[NH:6][C:7]1[S:8][CH:9]=[C:10]([CH2:12][CH2:13][CH2:14][CH2:15][NH2:16])[N:11]=1.[CH3:20][N:21]=[C:22]=[S:23].C(Cl)(Cl)Cl.CO.N>CO>[F:19][C:2]([F:1])([F:18])[CH2:3][N:4]=[C:5]([NH2:17])[NH:6][C:7]1[S:8][CH:9]=[C:10]([CH2:12][CH2:13][CH2:14][CH2:15][NH:16][C:22]([NH:21][CH3:20])=[S:23])[N:11]=1 |f:2.3.4|. Reactants: FC(CN=C(NC=1SC=C(N1)CCCCN)N)(F)F (2-[2-(2,2,2-trifluoroethyl)guanidino]-4-(4-aminobutyl)thiazole), CN=C=S (methyl isothiocyanate), C(Cl)(Cl)Cl.CO.N (chloroform methanol ammonia). Procedure details: A mixture of 2-[2-(2,2,2-trifluoroethyl)guanidino]-4-(4-aminobutyl)thiazole (0.3 g.) and methyl isothiocyanate (0.18 g.) in methanol (6 ml.) was allowed to stand at room temperature for 3 hours. The residue obtained on evaporation of the solvent was subjected to preparative thin layer chromatography using chloroform/methanol/ammonia 90:10:0.5 v/v/v for development. The appropriate zone of the chromatogram was isolated and extracted with hot ethanol/chloroform 50:50 v/v (100 ml.). Evaporation of ... Reaction conditions: time 3 hour. The reactants are compound 184, C(#N)C1=CC=C(C=C1)C1CN(C1)C(=O)C=1C=CC(=C(C1)C1=C(N=C(N1)C1(CCN(CC1)C(=O)OC(C)(C)C)C)C)C (tert-butyl 4-(5-(5-(3-(4-cyanophenyl)azetidine-1-carbonyl)-2-methylphenyl)-4-methyl-1H-imidazol-2-yl)-4-methylpiperidine-1-carboxylate), C(#N)C1=CC=C(C=C1)C1CN(C1)C(=O)C=1C=CC(=C(C1)C1=C(N=C(N1)C1(CCN(CC1)C(=O)OC(C)(C)C)C)C)C (tert-butyl 4-(5-(5-(3-(4-cyanophenyl)azetidine-1-carbonyl)-2-methylphenyl)-4-methyl-1H-imidazol-2-yl)-4-methylpiperidine-1-carboxylate), C(#N)C1=CC=C(C=C1)C1CN(C1)C(=O)C=1C=CC(=C(C1)C=1N=C(NC1C)C1CCN(CC1)C(=O)OC(C)(C)C)C (tert-butyl 4-(4-(5-(3-(4-cyanophenyl)azetidine-1-carbonyl)-2-methylphenyl)-5-methyl-1H-imidazol-2-yl)piperidine-1-carboxylate). Yields the product C(#N)C1=CC=C(C=C1)C1CN(C1)C(=O)C=1C=CC(=C(C1)C1=C(N=C(N1)C1(CCN(CC1)C(=O)OC)C)C)C (Methyl 4-(5-(5-(3-(4-cyanophenyl)azetidine-1-carbonyl)-2-methylphenyl)-4-methyl-1H-imidazol-2-yl)-4-methylpiperidine-1-carboxylate). RXN SMILES: [C:1]([C:3]1[CH:8]=[CH:7][C:6]([CH:9]2[CH2:12][N:11]([C:13]([C:15]3[CH:16]=[CH:17][C:18]([CH3:41])=[C:19]([C:21]4[NH:25][C:24]([C:26]5([CH3:39])[CH2:31][CH2:30][N:29]([C:32]([O:34][C:35](C)(C)C)=[O:33])[CH2:28][CH2:27]5)=[N:23][C:22]=4[CH3:40])[CH:20]=3)=[O:14])[CH2:10]2)=[CH:5][CH:4]=1)#[N:2].C(C1C=CC(C2CN(C(C3C=CC(C)=C(C4N=C(C5CCN(C(OC(C)(C)C)=O)CC5)NC=4C)C=3)=O)C2)=CC=1)#N>>[C:1]([C:3]1[CH:8]=[CH:7][C:6]([CH:9]2[CH2:10][N:11]([C:13]([C:15]3[CH:16]=[CH:17][C:18]([CH3:41])=[C:19]([C:21]4[NH:25][C:24]([C:26]5([CH3:39])[CH2:31][CH2:30][N:29]([C:32]([O:34][CH3:35])=[O:33])[CH2:28][CH2:27]5)=[N:23][C:22]=4[CH3:40])[CH:20]=3)=[O:14])[CH2:12]2)=[CH:5][CH:4]=1)#[N:2]. Procedure details: The title compound was prepared using standard chemical manipulations and procedures similar to those used for the preparation of compound 184, except tert-butyl 4-(5-(5-(3-(4-cyanophenyl)azetidine-1-carbonyl)-2-methylphenyl)-4-methyl-1H-imidazol-2-yl)-4-methylpiperidine-1-carboxylate (compound 185.3) was used in place of tert-butyl 4-(4-(5-(3-(4-cyanophenyl)azetidine-1-carbonyl)-2-methylphenyl)-5-methyl-1H-imidazol-2-yl) piperidine-1-carboxylate (compound 182.3). m/z (ES+) 512 M+H+. The reactants are O=C([O-])[O-], Cc1cc([N+](=O)[O-])c(C)c(Cl)c1Cl, CN(C)C=O, Cc1ccccc1, Oc1ccc(-c2ccccc2)cc1Cl, [K+], [K+]. Product: Cc1cc([N+](=O)[O-])c(C)c(Cl)c1Oc1ccc(-c2ccccc2)cc1Cl. RXN SMILES: [C:28](=[O:29])([O-:30])[O-:31].[CH3:1][c:2]1[c:3]([N+:11](=[O:12])[O-:13])[cH:4][c:5]([CH3:10])[c:6]([Cl:9])[c:7]1[Cl:8].[CH3:34][N:35]([CH3:36])[CH:37]=[O:38].[CH3:39][c:40]1[cH:41][cH:42][cH:43][cH:44][cH:45]1.[Cl:14][c:15]1[c:16]([OH:27])[cH:17][cH:18][c:19](-[c:21]2[cH:22][cH:23][cH:24][cH:25][cH:26]2)[cH:20]1.[K+:32].[K+:33]>>[CH3:1][c:2]1[c:3]([N+:11](=[O:12])[O-:13])[cH:4][c:5]([CH3:10])[c:6]([O:27][c:16]2[c:15]([Cl:14])[cH:20][c:19](-[c:21]3[cH:22][cH:23][cH:24][cH:25][cH:26]3)[cH:18][cH:17]2)[c:7]1[Cl:8]. Reactants: [Br-], C[Mg+], [Cl-], CC(CC=O)c1ccc(-c2ccccc2F)cc1, [NH4+]. Product: CC(O)CC(C)c1ccc(-c2ccccc2F)cc1. RXN SMILES: [Br-:19].[CH3:20][Mg+:21].[Cl-:22].[F:1][c:2]1[c:3](-[c:8]2[cH:9][cH:10][c:11]([CH:14]([CH2:15][CH:16]=[O:17])[CH3:18])[cH:12][cH:13]2)[cH:4][cH:5][cH:6][cH:7]1.[NH4+:23]>>[F:1][c:2]1[c:3](-[c:8]2[cH:9][cH:10][c:11]([CH:14]([CH2:15][CH:16]([OH:17])[CH3:20])[CH3:18])[cH:12][cH:13]2)[cH:4][cH:5][cH:6][cH:7]1. Conditions: temperature 0 celsius, time 1 hour. Solvent: C(C)#N (acetonitrile), C(C)#N (acetonitrile). The reactants are CN1CCC2(C1N(C1=CC=CC=C21)C)C (1,2,3,3a,8,8a-hexahydro-1,3a,8-trimethylpyrrolo[2,3-b]indole), F[B-](F)(F)F.O=[N+]=O (nitronium tetrafluoroborate), C(Cl)Cl (methylene chloride), C(=O)(O)[O-].[Na+] (NaHCO3). Procedure details: To a stirred solution of 1,2,3,3a,8,8a-hexahydro-1,3a,8-trimethylpyrrolo[2,3-b]indole (25.0 g) in acetonitrile (500 ml) at 0° C. was added nitronium tetrafluoroborate (18.65 g) dissolved in acetonitrile (500 ml) in a dropwise manner over a period of 0.5 hour. The reaction mixture was stirred at 0° C. for 1 hour and allowed to warm to room temperature for an additional hour. Ice and a dilute NaHCO3 solution were added followed by methylene chloride (800 ml). The layers were separated and the aque... The yield is 25.2%. Reaction SMILES: [CH3:1][N:2]1[CH:6]2[N:7]([CH3:14])[C:8]3[C:13]([C:5]2([CH3:15])[CH2:4][CH2:3]1)=[CH:12][CH:11]=[CH:10][CH:9]=3.F[B-](F)(F)F.[O:21]=[N+:22]=[O:23].C([O-])(O)=O.[Na+].C(Cl)Cl>C(#N)C>[N+:22]([C:11]1[CH:12]=[C:13]2[C:8](=[CH:9][CH:10]=1)[N:7]([CH3:14])[CH:6]1[N:2]([CH3:1])[CH2:3][CH2:4][C:5]21[CH3:15])([O-:23])=[O:21] |f:1.2,3.4|. The product is [N+](=O)([O-])C=1C=C2C3(C(N(C2=CC1)C)N(CC3)C)C (1,2,3,3a,8,8a-hexahydro-5-nitro-1,3a,8-trimethylpyrrolo[2,3-b]indole).